Dataset: the Open Reaction Database (ORD), a public repository of structured organic reaction records. Task: describe an organic reaction: reactants, conditions, products, and yield Starting materials: [OH-].[NH4+] (ammonium hydroxide), CC(C)OC=1C=C(C=C2C=C(NC12)C(=O)O)OC1=CC=C(C=C1)S(=O)(=O)C (7-(1-methylethoxy)-5-[4-(methylsulfonyl)phenoxy]-1H-indole-2-carboxylic acid), Cl.C(C)N=C=NCCCN(C)C (N-ethyl-N′-(3-dimethylaminopropyl)carbodiimide hydrochloride), ON1N=NC2=C1C=CC=C2 (1-hydroxybenzotriazole). Solvent: CN(C=O)C (N,N-dimethylformamide), O (water). Conditions: temperature 50 celsius, time 25 minute. Product: CC(C)OC=1C=C(C=C2C=C(NC12)C(=O)N)OC1=CC=C(C=C1)S(=O)(=O)C (7-(1-Methylethoxy)-5-[4-(methylsulfonyl)phenoxy]-1H-indole-2-carboxamide). Isolated yield 78.5%. As a reaction SMILES: [CH3:1][CH:2]([O:4][C:5]1[CH:6]=[C:7]([O:17][C:18]2[CH:23]=[CH:22][C:21]([S:24]([CH3:27])(=[O:26])=[O:25])=[CH:20][CH:19]=2)[CH:8]=[C:9]2[C:13]=1[NH:12][C:11]([C:14]([OH:16])=O)=[CH:10]2)[CH3:3].Cl.C([N:31]=C=NCCCN(C)C)C.ON1C2C=CC=CC=2N=N1.[OH-].[NH4+]>O.CN(C)C=O>[CH3:1][CH:2]([O:4][C:5]1[CH:6]=[C:7]([O:17][C:18]2[CH:23]=[CH:22][C:21]([S:24]([CH3:27])(=[O:26])=[O:25])=[CH:20][CH:19]=2)[CH:8]=[C:9]2[C:13]=1[NH:12][C:11]([C:14]([NH2:31])=[O:16])=[CH:10]2)[CH3:3] |f:1.2,4.5|. Procedure: A mixture of 7-(1-methylethoxy)-5-[4-(methylsulfonyl)phenoxy]-1H-indole-2-carboxylic acid (1.8 g), N-ethyl-N′-(3-dimethylaminopropyl)carbodiimide hydrochloride (1.77 g), 1-hydroxybenzotriazole (1.24 g) and N,N-dimethylformamide (45 mL) was stirred at 50° C. for 25 min. The mixture was cooled to room temperature, and 28% aqueous ammonium hydroxide solution (1.3 mL) was added to the mixture at room temperature. After stirring at room temperature for 16 h, water was added to the mixture. The mixtur... Reactants: Cl, C1COCCO1, CC(C)(C)OC(=O)NC(CCO)c1ccccc1C(F)(F)F. Product: Cl, NC(CCO)c1ccccc1C(F)(F)F. RXN SMILES: [ClH:23].[O:24]1[CH2:25][CH2:26][O:27][CH2:28][CH2:29]1.[OH:1][CH2:2][CH2:3][CH:4]([c:5]1[c:6]([C:11]([F:12])([F:13])[F:14])[cH:7][cH:8][cH:9][cH:10]1)[NH:15][C:16](=[O:17])[O:18][C:19]([CH3:20])([CH3:21])[CH3:22]>>[ClH:23].[OH:1][CH2:2][CH2:3][CH:4]([c:5]1[c:6]([C:11]([F:12])([F:13])[F:14])[cH:7][cH:8][cH:9][cH:10]1)[NH2:15]. Reactants: C(C1=CC=CC=C1)O[C@H]1C(O[C@@H]([C@H]([C@@H]1OCC1=CC=CC=C1)OCC1=CC=CC=C1)COCC1=CC=CC=C1)=O ((3R,4S,5R,6R)-3,4,5-tris(benzyloxy)-6-(benzyloxymethyl)tetrahydro-2H-pyran-2-one), BrC1=C(C=C(C(=C1)CC1=CC=C(C=C1)CC)Cl)OC (1-bromo-4-chloro-5-(4-ethylbenzyl)-2-methoxybenzene), [Li]CCCC (n-BuLi). Run in C1CCOC1 (THF). Conditions: time 1 hour. Product: C(C1=CC=CC=C1)O[C@H]1[C@](O[C@@H]([C@H]([C@@H]1OCC1=CC=CC=C1)OCC1=CC=CC=C1)COCC1=CC=CC=C1)(O)C1=C(C=C(C(=C1)CC1=CC=C(C=C1)CC)Cl)OC ((2S,3R,4S,5R,6R)-3,4,5-tris(benzyloxy)-6-(benzyloxymethyl)-2-(4-chloro-5-(4-ethylbenzyl)-2-methoxyphenyl)tetrahydro-2H-pyran-2-ol). The yield is 64.3%. RXN SMILES: [CH2:1]([O:8][C@@H:9]1[C@@H:14]([O:15][CH2:16][C:17]2[CH:22]=[CH:21][CH:20]=[CH:19][CH:18]=2)[C@H:13]([O:23][CH2:24][C:25]2[CH:30]=[CH:29][CH:28]=[CH:27][CH:26]=2)[C@@H:12]([CH2:31][O:32][CH2:33][C:34]2[CH:39]=[CH:38][CH:37]=[CH:36][CH:35]=2)[O:11][C:10]1=[O:40])[C:2]1[CH:7]=[CH:6][CH:5]=[CH:4][CH:3]=1.Br[C:42]1[CH:47]=[C:46]([CH2:48][C:49]2[CH:54]=[CH:53][C:52]([CH2:55][CH3:56])=[CH:51][CH:50]=2)[C:45]([Cl:57])=[CH:44][C:43]=1[O:58][CH3:59].[Li]CCCC>C1COCC1>[CH2:1]([O:8][C@@H:9]1[C@@H:14]([O:15][CH2:16][C:17]2[CH:22]=[CH:21][CH:20]=[CH:19][CH:18]=2)[C@H:13]([O:23][CH2:24][C:25]2[CH:26]=[CH:27][CH:28]=[CH:29][CH:30]=2)[C@@H:12]([CH2:31][O:32][CH2:33][C:34]2[CH:35]=[CH:36][CH:37]=[CH:38][CH:39]=2)[O:11][C@:10]1([C:42]1[CH:47]=[C:46]([CH2:48][C:49]2[CH:54]=[CH:53][C:52]([CH2:55][CH3:56])=[CH:51][CH:50]=2)[C:45]([Cl:57])=[CH:44][C:43]=1[O:58][CH3:59])[OH:40])[C:2]1[CH:7]=[CH:6][CH:5]=[CH:4][CH:3]=1. Procedure: To a solution of (3R,4S,5R,6R)-3,4,5-tris(benzyloxy)-6-(benzyloxymethyl)tetrahydro-2H-pyran-2-one 5 (1.10 g, 2.04 mmol) and 1-bromo-4-chloro-5-(4-ethylbenzyl)-2-methoxybenzene 22 (0.60 g, 1.77 mmol) in anhydrous THF (20 mL) at −78° C. was added a solution of n-BuLi (0.78 mL, 1.94 mmol, 2.5 M). The mixture was stirred for 1 h, warmed to ambient temperature, quenched with 10% sodium carbonate (100 mL), and extracted with ethyl acetate (2×50 mL). The organic phase was dried with anhydrous MgSO4, fi... Reactants: C(=O)O (Formic acid), C(C1=CC=CC=C1)OC1CC(C1)C1=CC=2N(NC1=O)C(=NN2)C2=C(C=CC=C2)F (7-(3-benzyloxycyclobutyl)-3-(2-fluorophenyl)-1,2,4-triazolo[4,3-b]pyridazin-6-one), C(=O)[O-].[NH4+] (ammonium formate). The solvent is CO (methanol). Reaction conditions: temperature 60 celsius, time 2 hour. Product: FC1=C(C=CC=C1)C1=NN=C2N1NC(C(=C2)C2CC(C2)O)=O (3-(2-Fluorophenyl)-7-(3-hydroxycyclobutyl) -1. 2,4-triazolo [4,3-b]pyridazin-6-one). Reaction SMILES: C(O)=O.C([O:11][CH:12]1[CH2:15][CH:14]([C:16]2[C:21](=[O:22])[NH:20][N:19]3[C:23]([C:26]4[CH:31]=[CH:30][CH:29]=[CH:28][C:27]=4[F:32])=[N:24][N:25]=[C:18]3[CH:17]=2)[CH2:13]1)C1C=CC=CC=1.C([O-])=O.[NH4+]>CO>[F:32][C:27]1[CH:28]=[CH:29][CH:30]=[CH:31][C:26]=1[C:23]1[N:19]2[NH:20][C:21](=[O:22])[C:16]([CH:14]3[CH2:13][CH:12]([OH:11])[CH2:15]3)=[CH:17][C:18]2=[N:25][N:24]=1 |f:2.3|. Reported procedure: Formic acid (8 ml) was added to a solution of 7-(3-benzyloxycyclobutyl)-3-(2-fluorophenyl)-1,2,4-triazolo[4,3-b]pyridazin-6-one (0.64 g, 1.64 mmol) and ammonium formate (1.034 g, 16.4 mmol) in methanol (40 ml). The solution was flushed with nitrogen and 10% palladium on carbon (0.3 g) was added. The resulting solution was stirred under an atmosphere of nitrogen for 2 hours at 60° C. The reaction was cooled, filtered, and concentrated under vacuum. The residue was purified by chromatography on si... Reactants: O1COC2=C1C=CC(=C2)CN (benzo[d][1,3]dioxol-5-ylmethanamine), C(C)(C)(C)OC(=O)C1=C(C=CC=C1)C1=CC=C(C=C1)CN1C(=C(C2=CC(=CC=C12)C(=O)O)C)C (1-((2′-(tert-butoxycarbonyl)biphenyl-4-yl)methyl)-2,3-dimethyl-1H-indole-5-carboxylic acid). Yields the product O1COC2=C1C=CC(=C2)CNC(=O)C=2C=C1C(=C(N(C1=CC2)CC2=CC=C(C=C2)C=2C(=CC=CC2)C(=O)O)C)C (4′-((5-(benzo[d][1,3]dioxol-5-ylmethylcarbamoyl)-2,3-dimethyl-1H-indol-1-yl)methyl)biphenyl-2-carboxylic acid). As a reaction SMILES: [O:1]1[C:5]2[CH:6]=[CH:7][C:8]([CH2:10][NH2:11])=[CH:9][C:4]=2[O:3][CH2:2]1.C([O:16][C:17]([C:19]1[CH:24]=[CH:23][CH:22]=[CH:21][C:20]=1[C:25]1[CH:30]=[CH:29][C:28]([CH2:31][N:32]2[C:40]3[C:35](=[CH:36][C:37]([C:41](O)=[O:42])=[CH:38][CH:39]=3)[C:34]([CH3:44])=[C:33]2[CH3:45])=[CH:27][CH:26]=1)=[O:18])(C)(C)C>>[O:1]1[C:5]2[CH:6]=[CH:7][C:8]([CH2:10][NH:11][C:41]([C:37]3[CH:36]=[C:35]4[C:40](=[CH:39][CH:38]=3)[N:32]([CH2:31][C:28]3[CH:27]=[CH:26][C:25]([C:20]5[C:19]([C:17]([OH:18])=[O:16])=[CH:24][CH:23]=[CH:22][CH:21]=5)=[CH:30][CH:29]=3)[C:33]([CH3:45])=[C:34]4[CH3:44])=[O:42])=[CH:9][C:4]=2[O:3][CH2:2]1. Reported procedure: The title compound was prepared following the same general protocol as described in Steps 8-9, Example 1, using benzo[d][1,3]dioxol-5-ylmethanamine and 1-((2′-(tert-butoxycarbonyl)biphenyl-4-yl)methyl)-2,3-dimethyl-1H-indole-5-carboxylic acid. LC-MS 533 (M+H). The reactants are O=S(=O)(Cl)c1ccc(OCc2ccccc2)cc1, Cl, O=C(O)C1Cc2ccccc2N1, [Na+], C1COCCO1, [OH-], O. The product is O=C(O)C1Cc2ccccc2N1S(=O)(=O)c1ccc(OCc2ccccc2)cc1. RXN SMILES: [CH2:15]([c:16]1[cH:17][cH:18][cH:19][cH:20][cH:21]1)[O:22][c:23]1[cH:24][cH:25][c:26]([S:29](=[O:30])(=[O:31])[Cl:32])[cH:27][cH:28]1.[ClH:33].[NH:1]1[CH:2]([C:10](=[O:11])[OH:12])[CH2:3][c:4]2[cH:5][cH:6][cH:7][cH:8][c:9]21.[Na+:14].[O:35]1[CH2:36][CH2:37][O:38][CH2:39][CH2:40]1.[OH-:13].[OH2:34]>>[N:1]1([S:29]([c:26]2[cH:25][cH:24][c:23]([O:22][CH2:15][c:16]3[cH:17][cH:18][cH:19][cH:20][cH:21]3)[cH:28][cH:27]2)(=[O:30])=[O:31])[CH:2]([C:10](=[O:11])[OH:12])[CH2:3][c:4]2[cH:5][cH:6][cH:7][cH:8][c:9]21. Reaction conditions: time 10 minute. Product: CC=1C=CC(=NC1)C1=C(C#N)C=CC=C1 (2-(5-Methyl-2-pyridyl)benzonitrile). As a reaction SMILES: Br[C:2]1[CH:7]=[CH:6][C:5]([CH3:8])=[CH:4][N:3]=1.C([Li])CCC.FC(F)(F)S(O[C:20]1[CH:25]=[CH:24][CH:23]=[CH:22][C:21]=1[C:26]#[N:27])(=O)=O>C1COCC1.CCCCCC.[Cl-].[Zn+2].[Cl-].[Zn].C1C=CC([P]([Pd]([P](C2C=CC=CC=2)(C2C=CC=CC=2)C2C=CC=CC=2)([P](C2C=CC=CC=2)(C2C=CC=CC=2)C2C=CC=CC=2)[P](C2C=CC=CC=2)(C2C=CC=CC=2)C2C=CC=CC=2)(C2C=CC=CC=2)C2C=CC=CC=2)=CC=1>[CH3:8][C:5]1[CH:6]=[CH:7][C:2]([C:20]2[CH:25]=[CH:24][CH:23]=[CH:22][C:21]=2[C:26]#[N:27])=[N:3][CH:4]=1 |f:5.6.7,^1:48,50,69,88|. Reported procedure: To a stirred solution of 2-bromo-5-methylpyridine (1.2 g) in THF (15 ml) at -78° C. under argon atmosphere was added 1.65M solution of butyl lithium in hexane (4.4 ml) dropwise and the reaction mixture was stirred for 10 minutes followed by addition of zinc chloride (1M ether solution, 7.2 ml) and then stirring at 0° C. for 30 minutes. The resulting zinc compound was poured into an ice-cooled, stirred mixture of 2-cyanophenyl trifluoromethanesulfonate (1.2 g) and tetrakistriphenylphosphine palad... The reagents and catalysts are [Zn] (zinc), [Cl-].[Zn+2].[Cl-] (zinc chloride), C=1C=CC(=CC1)[P](C=2C=CC=CC2)(C=3C=CC=CC3)[Pd]([P](C=4C=CC=CC4)(C=5C=CC=CC5)C=6C=CC=CC6)([P](C=7C=CC=CC7)(C=8C=CC=CC8)C=9C=CC=CC9)[P](C=1C=CC=CC1)(C=1C=CC=CC1)C=1C=CC=CC1 (Pd(PPh3)4). Starting materials: ice, BrC1=NC=C(C=C1)C (2-bromo-5-methylpyridine), solution, C(CCC)[Li] (butyl lithium), FC(S(=O)(=O)OC1=C(C=CC=C1)C#N)(F)F (2-cyanophenyl trifluoromethanesulfonate), tetrakistriphenylphosphine. The solvent is C1CCOC1 (THF), CCCCCC (hexane), C1CCOC1 (THF). Starting materials: COCCOC1=NC=CC(=C1)C(=O)OC (Methyl 2-(2-methoxyethoxy)pyridine-4-carboxylate), [OH-].[Na+] (NaOH). Run in O1CCOCC1 (dioxane). Reaction conditions: temperature 80 celsius. The product is COCCOC1=NC=CC(=C1)C(=O)O (2-(2-methoxyethoxy)pyridine-4-carboxylic acid). The yield is 87.1%. As a reaction SMILES: [CH3:1][O:2][CH2:3][CH2:4][O:5][C:6]1[CH:11]=[C:10]([C:12]([O:14]C)=[O:13])[CH:9]=[CH:8][N:7]=1.[OH-].[Na+]>O1CCOCC1>[CH3:1][O:2][CH2:3][CH2:4][O:5][C:6]1[CH:11]=[C:10]([C:12]([OH:14])=[O:13])[CH:9]=[CH:8][N:7]=1 |f:1.2|. Procedure: Methyl 2-(2-methoxyethoxy)pyridine-4-carboxylate (562 mg, 2.66 mmol), dioxane (6 mL) and NaOH (7.1 mL of 1M, 7.1 mmol) were combined and the mixture was heated at 80° C. for 50 min. The solvent was evaporated under reduced pressure and the residue was dissolved in water before it was washed with EtOAc (3×). The aqueous layer was acidified with 1N HCl and was washed with EtOAc (3×). The combined organic layers were dried over Na2SO4, filtered and the solvent was evaporated under reduced pressure ... Starting materials: CCCN(CCC)c1c(C)nc(-c2c(C)cc(C)cc2OC)[nH]c1=O, CI, CS(C)=O, [H-], [Na+]. The product is CCCN(CCC)c1c(C)nc(-c2c(C)cc(C)cc2OC)n(C)c1=O. As a reaction SMILES: [CH2:1]([CH2:2][CH3:3])[N:4]([c:5]1[c:6](=[O:22])[nH:7][c:8](-[c:12]2[c:13]([O:20][CH3:21])[cH:14][c:15]([CH3:19])[cH:16][c:17]2[CH3:18])[n:9][c:10]1[CH3:11])[CH2:23][CH2:24][CH3:25].[CH3:28][I:29].[CH3:30][S:31]([CH3:32])=[O:33].[H-:27].[Na+:26]>>[CH2:1]([CH2:2][CH3:3])[N:4]([c:5]1[c:6](=[O:22])[n:7]([CH3:28])[c:8](-[c:12]2[c:13]([O:20][CH3:21])[cH:14][c:15]([CH3:19])[cH:16][c:17]2[CH3:18])[n:9][c:10]1[CH3:11])[CH2:23][CH2:24][CH3:25].